Task: describe an organic reaction: reactants, conditions, products, and yield. Dataset: the Open Reaction Database (ORD), a public repository of structured organic reaction records Starting materials: BrC=1C=CC(=C(C(=O)O)C1)C(F)(F)F (5-bromo-2-(trifluoromethyl)benzoic acid), NC1(CC(C(=O)OC)=CC(=C1)C)C (methyl 3-amino-3,5-dimethylbenzoate), CN(C)C (trimethylamine), CCCP1(=O)OP(=O)(OP(=O)(O1)CCC)CCC (1-propanephosphonic acid cyclic anhydride). Solvent: C(Cl)Cl (CH2Cl2), C(Cl)Cl (CH2Cl2). Run at time 10 minute. The product is BrC=1C=CC(=C(C(=O)NC=2C(=C(C(=O)OC)C=CC2C)C)C1)C(F)(F)F (methyl 3-[[5-bromo-2-(trifluoromethyl)benzoyl]amino]-2,4-dimethyl-benzoate). Isolated yield 56.5%. Reaction SMILES: [Br:1][C:2]1[CH:3]=[CH:4][C:5]([C:11]([F:14])([F:13])[F:12])=[C:6]([CH:10]=1)[C:7]([OH:9])=O.N[C:16]1(C)[CH:25]=[C:24](C)[CH:23]=[C:18]([C:19]([O:21][CH3:22])=[O:20])[CH2:17]1.C[N:29]([CH3:31])C.[CH3:32]CCP1(OP(CCC)(=O)OP(CCC)(=O)O1)=O>C(Cl)Cl>[Br:1][C:2]1[CH:3]=[CH:4][C:5]([C:11]([F:14])([F:13])[F:12])=[C:6]([CH:10]=1)[C:7]([NH:29][C:31]1[C:17]([CH3:32])=[C:18]([CH:23]=[CH:24][C:25]=1[CH3:16])[C:19]([O:21][CH3:22])=[O:20])=[O:9]. Reported procedure: To a solution of 5-bromo-2-(trifluoromethyl)benzoic acid (1.0 g, 3.53 mmol) in CH2Cl2 (6 ml) at room temperature are added methyl 3-amino-3,5-dimethylbenzoate (0.44 g, 2.47 mmol, see preparation 12) and trimethylamine (1.0 ml, 7.06 mmol). After stirring the reaction mixture for 10 minutes, 1-propanephosphonic acid cyclic anhydride (50% solution in ethyl acetate, 5.6 ml, 8.83 mmol) is added via syringe. After 14 hours at ambient temperature, the reaction mixture is diluted with CH2Cl2, washed wit... Starting materials: C1CCOC1, C=C(C)OC(=O)NC(CCC(C)(C)C)CN(C)C(=O)OCC[Si](C)(C)C, COC(=O)NCCOC(c1cccc(Cl)c1)C1CCCNC1. Reaction SMILES: [CH2:49]1[O:50][CH2:51][CH2:52][CH2:53]1.[CH3:1][C:2]([CH2:3][CH2:4][CH:5]([CH2:6][N:7]([C:8](=[O:9])[O:10][CH2:11][CH2:12][Si:13]([CH3:14])([CH3:15])[CH3:16])[CH3:17])[NH:18][C:19]([O:20][C:21]([CH3:22])=[CH2:23])=[O:24])([CH3:25])[CH3:26].[Cl:27][c:28]1[cH:29][c:30]([CH:34]([O:35][CH2:36][CH2:37][NH:38][C:39]([O:40][CH3:41])=[O:42])[CH:43]2[CH2:44][NH:45][CH2:46][CH2:47][CH2:48]2)[cH:31][cH:32][cH:33]1>>[CH3:1][C:2]([CH2:3][CH2:4][CH:5]([CH2:6][N:7]([C:8](=[O:9])[O:10][CH2:11][CH2:12][Si:13]([CH3:14])([CH3:15])[CH3:16])[CH3:17])[NH:18][C:19](=[O:24])[N:45]1[CH2:44][CH:43]([CH:34]([c:30]2[cH:29][c:28]([Cl:27])[cH:33][cH:32][cH:31]2)[O:35][CH2:36][CH2:37][NH:38][C:39]([O:40][CH3:41])=[O:42])[CH2:48][CH2:47][CH2:46]1)([CH3:25])[CH3:26]. Yields the product COC(=O)NCCOC(c1cccc(Cl)c1)C1CCCN(C(=O)NC(CCC(C)(C)C)CN(C)C(=O)OCC[Si](C)(C)C)C1. Starting materials: C(C)(C)(C)OC(=O)CCC1=CC=C(C#N)C=C1 (4-(2-t-butoxycarbonylethyl)-benzonitrile), FC(C(=O)O)(F)F (trifluoroacetic acid). Run in C(Cl)Cl (methylene chloride). Conditions: time 13 hour. The product is OC(=O)CCC1=CC=C(C#N)C=C1 (4-(2-hydroxycarbonylethyl)benzonitrile). Isolated yield 100.0%. RXN SMILES: C([O:5][C:6]([CH2:8][CH2:9][C:10]1[CH:17]=[CH:16][C:13]([C:14]#[N:15])=[CH:12][CH:11]=1)=[O:7])(C)(C)C.FC(F)(F)C(O)=O>C(Cl)Cl>[OH:7][C:6]([CH2:8][CH2:9][C:10]1[CH:11]=[CH:12][C:13]([C:14]#[N:15])=[CH:16][CH:17]=1)=[O:5]. Procedure details: A 2.31 g portion of 4-(2-t-butoxycarbonylethyl)-benzonitrile was admixed with 3 ml of trifluoroacetic acid and 30 ml of methylene chloride. The mixture was stirred at room temperature for 13 hours and concentrated. The resulting concentrate was subjected to azeotropic distillation with use of toluene, giving 1.75 g (yield 100%) of crude 4-(2-hydroxycarbonylethyl)benzonitrile. This compound was used for the subsequent reaction without purification. Starting materials: Cl (hydrogen chloride), CN(C1=NC=CC=C1)CCOC1=CC=C(CC2C(NC(S2)=O)=O)C=C1 (5-[4-[2-(N-methyl-N-(2-pyridyl)amino)ethoxy]benzyl]thiazolidine-2,4-dione). The solvent is CC(C)O (propan-2-ol), CC(C)O (propan-2-ol). Conditions: temperature 50 celsius. The product is Cl.CN(C1=NC=CC=C1)CCOC1=CC=C(CC2C(NC(S2)=O)=O)C=C1 (5-[4-[2-(N-methyl-N-(2-pyridyl)amino)ethoxy]benzyl]thiazolidine-2,4-dione hydrochloride). RXN SMILES: [CH3:1][N:2]([CH2:9][CH2:10][O:11][C:12]1[CH:25]=[CH:24][C:15]([CH2:16][CH:17]2[S:21][C:20](=[O:22])[NH:19][C:18]2=[O:23])=[CH:14][CH:13]=1)[C:3]1[CH:8]=[CH:7][CH:6]=[CH:5][N:4]=1.[ClH:26]>CC(O)C>[ClH:26].[CH3:1][N:2]([CH2:9][CH2:10][O:11][C:12]1[CH:25]=[CH:24][C:15]([CH2:16][CH:17]2[S:21][C:20](=[O:22])[NH:19][C:18]2=[O:23])=[CH:14][CH:13]=1)[C:3]1[CH:8]=[CH:7][CH:6]=[CH:5][N:4]=1 |f:3.4|. Reported procedure: A mixture of 5-[4-[2-(N-methyl-N-(2-pyridyl)amino)ethoxy]benzyl]thiazolidine-2,4-dione (6.0 g) and propan-2-ol (120 ml) was stirred and heated to 50° C. under a nitrogen atmosphere. A solution of hydrogen chloride in propan-2-ol (5-6 N, 5.0 ml) was added and the stirred mixture warmed to 70° C., at which point a clear solution was observed. After cooling to 45° C. over a period of one hour the resulting cloudy solution was warmed to 60° C. and maintained at this temperature for a period of 1 hou...